Dataset: the Open Reaction Database (ORD), a public repository of structured organic reaction records. Task: describe an organic reaction: reactants, conditions, products, and yield Reactants: COC(=O)c1c(OS(=O)(=O)C(F)(F)F)c2cc(OCc3ccccc3)ccc2c(=O)n1CC(C)C, Cc1ccccc1, OB(O)c1ccc(Cl)cc1, [Na+], [Na+], O=C([O-])[O-], O, c1ccc(P(c2ccccc2)(c2ccccc2)[Pd](P(c2ccccc2)(c2ccccc2)c2ccccc2)(P(c2ccccc2)(c2ccccc2)c2ccccc2)P(c2ccccc2)(c2ccccc2)c2ccccc2)cc1. Yields the product COC(=O)c1c(-c2ccc(Cl)cc2)c2cc(OCc3ccccc3)ccc2c(=O)n1CC(C)C. RXN SMILES: [CH2:1]([c:2]1[cH:3][cH:4][cH:5][cH:6][cH:7]1)[O:8][c:9]1[cH:10][c:11]2[c:12]([O:28][S:29]([C:30]([F:31])([F:32])[F:33])(=[O:34])=[O:35])[c:13]([C:24](=[O:25])[O:26][CH3:27])[n:14]([CH2:20][CH:21]([CH3:22])[CH3:23])[c:15](=[O:19])[c:16]2[cH:17][cH:18]1.[CH3:53][c:54]1[cH:55][cH:56][cH:57][cH:58][cH:59]1.[Cl:36][c:37]1[cH:38][cH:39][c:40]([B:43]([OH:44])[OH:45])[cH:41][cH:42]1.[Na+:46].[Na+:47].[O-:48][C:49](=[O:50])[O-:51].[OH2:52].[cH:60]1[cH:61][cH:62][c:63]([P:64]([Pd:65]([P:66]([c:67]2[cH:68][cH:69][cH:70][cH:71][cH:72]2)([c:73]2[cH:74][cH:75][cH:76][cH:77][cH:78]2)[c:79]2[cH:80][cH:81][cH:82][cH:83][cH:84]2)([P:85]([c:86]2[cH:87][cH:88][cH:89][cH:90][cH:91]2)([c:92]2[cH:93][cH:94][cH:95][cH:96][cH:97]2)[c:98]2[cH:99][cH:100][cH:101][cH:102][cH:103]2)[P:104]([c:105]2[cH:106][cH:107][cH:108][cH:109][cH:110]2)([c:111]2[cH:112][cH:113][cH:114][cH:115][cH:116]2)[c:117]2[cH:118][cH:119][cH:120][cH:121][cH:122]2)([c:123]2[cH:124][cH:125][cH:126][cH:127][cH:128]2)[c:129]2[cH:130][cH:131][cH:132][cH:133][cH:134]2)[cH:135][cH:136]1>>[CH2:1]([c:2]1[cH:3][cH:4][cH:5][cH:6][cH:7]1)[O:8][c:9]1[cH:10][c:11]2[c:12](-[c:40]3[cH:39][cH:38][c:37]([Cl:36])[cH:42][cH:41]3)[c:13]([C:24](=[O:25])[O:26][CH3:27])[n:14]([CH2:20][CH:21]([CH3:22])[CH3:23])[c:15](=[O:19])[c:16]2[cH:17][cH:18]1. The reactants are ClC=1N=CC(=NC1C)C(=O)OC (methyl 5-chloro-6-methyl-2-pyrazine carboxylate), C(=O)([O-])[O-].[K+].[K+] (K2CO3). Run in O (H2O). Conditions: time 2 hour. Product: ClC=1N=CC(=NC1C)C(=O)O (5-CHLORO-6-METHYL-2-PYRAZINECARBOXYLIC ACID). The yield is 38.4%. RXN SMILES: [Cl:1][C:2]1[N:3]=[CH:4][C:5]([C:9]([O:11]C)=[O:10])=[N:6][C:7]=1[CH3:8].C([O-])([O-])=O.[K+].[K+]>O>[Cl:1][C:2]1[N:3]=[CH:4][C:5]([C:9]([OH:11])=[O:10])=[N:6][C:7]=1[CH3:8] |f:1.2.3|. Procedure: A mixture of methyl 5-chloro-6-methyl-2-pyrazine carboxylate (0.16 g, 0.86 mmol), K2CO3 (0.31 g, 2.18 mmol) and H2O was stirred for 2 h at room temperature. The reaction was filtered and acidified (20% HCl), and the resulting solid collected to provide the title compound (0.057 g, 39% yield); m.p. 116°-117° C.